From a dataset of the Open Reaction Database (ORD), a public repository of structured organic reaction records. describe an organic reaction: reactants, conditions, products, and yield The reactants are C(P(OCCCCCCC)(OCCCCCCC)=O)P(OCCCCCCC)(OCCCCCCC)=O (tetra-n-heptyl methylenebisphosphonate), C=O (paraformaldehyde), C(C)NCC (diethylamine). Solvent: CO (methanol). The product is C(=C)(P(OCCCCCCC)(OCCCCCCC)=O)P(OCCCCCCC)(OCCCCCCC)=O (tetra-n-heptyl ethenylidenebisphosphonate). Yield: 74.4%. Reaction SMILES: [CH2:1]([P:20](=[O:37])([O:29][CH2:30][CH2:31][CH2:32][CH2:33][CH2:34][CH2:35][CH3:36])[O:21][CH2:22][CH2:23][CH2:24][CH2:25][CH2:26][CH2:27][CH3:28])[P:2](=[O:19])([O:11][CH2:12][CH2:13][CH2:14][CH2:15][CH2:16][CH2:17][CH3:18])[O:3][CH2:4][CH2:5][CH2:6][CH2:7][CH2:8][CH2:9][CH3:10].C=O.[CH2:40](NCC)C>CO>[C:1]([P:2](=[O:19])([O:11][CH2:12][CH2:13][CH2:14][CH2:15][CH2:16][CH2:17][CH3:18])[O:3][CH2:4][CH2:5][CH2:6][CH2:7][CH2:8][CH2:9][CH3:10])([P:20](=[O:37])([O:21][CH2:22][CH2:23][CH2:24][CH2:25][CH2:26][CH2:27][CH3:28])[O:29][CH2:30][CH2:31][CH2:32][CH2:33][CH2:34][CH2:35][CH3:36])=[CH2:40]. Reported procedure: 56.81 g (44.0 mmol) of tetra-n-heptyl methylenebisphosphonate, 6.61 g (220.0 mmol) of paraformaldehyde and 3.22 g (64.0 mmol) of diethylamine are combined with the same reactants and the same conditions as described above in Example I. This mixture is then refluxed for 48 hours. After the methanol is eliminated as described above in Example I, about 19 g of tetra-n-heptyl ethenylidenebisphosphonate is produced as a clear liquid.